From a dataset of the Open Reaction Database (ORD), a public repository of structured organic reaction records. describe an organic reaction: reactants, conditions, products, and yield The reactants are OC1=C(C=CC=C1)NC(NN=C1C(C2=CC=CC=C2C1=O)=O)=O (2-[4-(2-hydroxyphenyl)-semicarbazono]indan-1,3-dione), C(C)(=O)OC(C)=O (acetic anhydride). Reagents/catalysts: S(O)(O)(=O)=O (sulphuric acid). Yields the product C(C)(=O)OC1=C(C=CC=C1)NC(NN=C1C(C2=CC=CC=C2C1=O)=O)=O (2-[4-(2-acetoxyphenyl)-semicarbazono]indan-1,3-dione). RXN SMILES: [OH:1][C:2]1[CH:7]=[CH:6][CH:5]=[CH:4][C:3]=1[NH:8][C:9](=[O:23])[NH:10][N:11]=[C:12]1[C:20](=[O:21])[C:19]2[C:14](=[CH:15][CH:16]=[CH:17][CH:18]=2)[C:13]1=[O:22].[C:24](OC(=O)C)(=[O:26])[CH3:25]>S(=O)(=O)(O)O>[C:24]([O:1][C:2]1[CH:7]=[CH:6][CH:5]=[CH:4][C:3]=1[NH:8][C:9](=[O:23])[NH:10][N:11]=[C:12]1[C:13](=[O:22])[C:14]2[C:19](=[CH:18][CH:17]=[CH:16][CH:15]=2)[C:20]1=[O:21])(=[O:26])[CH3:25]. Procedure: Two drops of concentrated sulphuric acid were added to a solution of 1 g (0.003 mol) of 2-[4-(2-hydroxyphenyl)-semicarbazono]indan-1,3-dione (example 4) in 10 ml acetic anhydride. The reactants are CC=1SC=C(N1)C=O (2-methyl-1,3-thiazole-4-carbaldehyde), [H-].[Na+] (Sodium hydride), suspension, C(C1=CC=CC=C1)P(OCC)(OCC)=O (Diethyl benzylphosphonate). The solvent is COCCOC (DME), COCCOC (DME), C(C)(=O)OCC (ethyl acetate), C(C)(=O)OCC (ethyl acetate). Run at temperature 0 celsius. Product: CC=1SC=C(N1)\C=C\C1=CC=CC=C1 (2-methyl-4-[(E)-2-phenylethenyl]-1,3-thiazole). Isolated yield 65.6%. As a reaction SMILES: [H-].[Na+].[CH2:3](P(=O)(OCC)OCC)[C:4]1[CH:9]=[CH:8][CH:7]=[CH:6][CH:5]=1.[CH3:18][C:19]1[S:20][CH:21]=[C:22]([CH:24]=O)[N:23]=1>COCCOC.C(OCC)(=O)C>[CH3:18][C:19]1[S:20][CH:21]=[C:22](/[CH:24]=[CH:3]/[C:4]2[CH:5]=[CH:6][CH:7]=[CH:8][CH:9]=2)[N:23]=1 |f:0.1|. Reported procedure: Sodium hydride (120 mg of a 60% suspension in mineral oil, 3.0 mmol) was slurried in DME (6 mL) and cooled to 0° C. Diethyl benzylphosphonate (1.1 g, 5.0 mmol) was added dropwise and after 15 minutes, 2-methyl-1,3-thiazole-4-carbaldehyde (320 mg, 2.5 mmol) in DME (5 mL) was added dropwise to the reaction mixture. After 3 h at 0° C. the reaction mixture was diluted with ethyl acetate (10 mL) and washed with saturated aqueous NH4Cl (10 mL), saturated aqueous NaHCO3 (10 mL), brine (10 mL), dried ov... The reactants are [BH4-], CCOC(=O)CCCCCCN1C(=O)CCC1C=CC(=O)c1cccc(C(OC)(OC)c2ccccc2)c1, CCO, [Na+]. The product is CCOC(=O)CCCCCCN1C(=O)CCC1C=CC(O)c1cccc(C(OC)(OC)c2ccccc2)c1. Reaction SMILES: [BH4-:39].[CH2:1]([CH3:2])[O:3][C:4]([CH2:5][CH2:6][CH2:7][CH2:8][CH2:9][CH2:10][N:11]1[CH:12]([CH:17]=[CH:18][C:19](=[O:20])[c:21]2[cH:22][c:23]([C:27]([c:28]3[cH:29][cH:30][cH:31][cH:32][cH:33]3)([O:34][CH3:35])[O:36][CH3:37])[cH:24][cH:25][cH:26]2)[CH2:13][CH2:14][C:15]1=[O:16])=[O:38].[CH3:41][CH2:42][OH:43].[Na+:40]>>[CH2:1]([CH3:2])[O:3][C:4]([CH2:5][CH2:6][CH2:7][CH2:8][CH2:9][CH2:10][N:11]1[CH:12]([CH:17]=[CH:18][CH:19]([OH:20])[c:21]2[cH:22][c:23]([C:27]([c:28]3[cH:29][cH:30][cH:31][cH:32][cH:33]3)([O:34][CH3:35])[O:36][CH3:37])[cH:24][cH:25][cH:26]2)[CH2:13][CH2:14][C:15]1=[O:16])=[O:38].